From a dataset of the Open Reaction Database (ORD), a public repository of structured organic reaction records. describe an organic reaction: reactants, conditions, products, and yield Starting materials: C(#N)C1=CC=C2CCC(CC2=C1)N(C(OC(C)(C)C)=O)CC=O (tert-Butyl (7-cyano-1,2,3,4-tetrahydronaphthalen-2-yl)(2-oxoethyl)carbamate), NCC(=O)OC (Gly-OMe), [BH-](OC(=O)C)(OC(=O)C)OC(=O)C.[Na+] (NaBH(OAc)3). Reagents/catalysts: CC(=O)O (HOAc). The solvent is C(Cl)Cl (DCM), C(Cl)Cl (DCM). Reaction conditions: time 8 hour. Product: C(C)(C)(C)OC(=O)N(CCNCC(=O)OC)C1CC2=CC(=CC=C2CC1)C#N (Methyl ({2-[(tert-butoxycarbonyl)(7-cyano-1,2,3,4-tetrahydronaphthalen-2-yl)amino]ethyl}amino)acetate). RXN SMILES: [C:1]([C:3]1[CH:12]=[C:11]2[C:6]([CH2:7][CH2:8][CH:9]([N:13]([CH2:21][CH:22]=O)[C:14](=[O:20])[O:15][C:16]([CH3:19])([CH3:18])[CH3:17])[CH2:10]2)=[CH:5][CH:4]=1)#[N:2].[NH2:24][CH2:25][C:26]([O:28][CH3:29])=[O:27].[BH-](OC(C)=O)(OC(C)=O)OC(C)=O.[Na+]>C(Cl)Cl.CC(O)=O>[C:16]([O:15][C:14]([N:13]([CH:9]1[CH2:8][CH2:7][C:6]2[C:11](=[CH:12][C:3]([C:1]#[N:2])=[CH:4][CH:5]=2)[CH2:10]1)[CH2:21][CH2:22][NH:24][CH2:25][C:26]([O:28][CH3:29])=[O:27])=[O:20])([CH3:17])([CH3:18])[CH3:19] |f:2.3|. Procedure: To a solution of tert-Butyl (7-cyano-1,2,3,4-tetrahydronaphthalen-2-yl)(2-oxoethyl)carbamate (260 mg, 0.83 mmol) in 10 mL of anhydrous DCM was added Gly-OMe (150 mg, 1.7 mmol), 2 drops of HOAc and NaBH(OAc)3 (180 mg, 0.83 mmol) and the mixture was stirred at ambient temperature overnight. Then DCM was added, and the mixture was washed with brine. The organic layer was dried over anhydrous Na2SO4 and concentrated. The residue was purified by prep-TLC to the title compound. MS m/z: 388 [M+1]+. Starting materials: CC1=CC=C2C(=N1)OC1=C2C=CC=C1B1OC(C(O1)(C)C)(C)C (2-methyl-8-(4,4,5,5-tetramethyl-1,3,2-dioxaborolan-2-yl)benzofuro[2,3-b]pyridine), ClC1=NC=CC(=C1)C1=CC(=C(C=C1)F)F (2-chloro-4-(3,4-difluorophenyl)pyridine), C1(CCCCC1)P(C1=C(C=CC=C1)C1=C(C=CC=C1OC)OC)C1CCCCC1 (dicyclohexyl(2′,6′-dimethoxy-[1,1′-biphenyl]-2-yl)phosphine), P(=O)([O-])([O-])[O-].[K+].[K+].[K+] (potassium phosphate). Reagents/catalysts: C=1C=CC(=CC1)/C=C/C(=O)/C=C/C2=CC=CC=C2.C=1C=CC(=CC1)/C=C/C(=O)/C=C/C2=CC=CC=C2.C=1C=CC(=CC1)/C=C/C(=O)/C=C/C2=CC=CC=C2.[Pd].[Pd] (Pd2(dba)3). Solvent: O (water), C1(=CC=CC=C1)C (toluene). Product: FC=1C=C(C=CC1F)C1=CC(=NC=C1)C1=CC=CC2=C1OC1=NC(=CC=C12)C (8-(4-(3,4-difluorophenyl)pyridin-2-yl)-2-methylbenzofuro[2,3-b]pyridine). Yield: 65.4%. As a reaction SMILES: [CH3:1][C:2]1[N:7]=[C:6]2[O:8][C:9]3[C:14](B4OC(C)(C)C(C)(C)O4)=[CH:13][CH:12]=[CH:11][C:10]=3[C:5]2=[CH:4][CH:3]=1.Cl[C:25]1[CH:30]=[C:29]([C:31]2[CH:36]=[CH:35][C:34]([F:37])=[C:33]([F:38])[CH:32]=2)[CH:28]=[CH:27][N:26]=1.C1(P(C2CCCCC2)C2C=CC=CC=2C2C(OC)=CC=CC=2OC)CCCCC1.P([O-])([O-])([O-])=O.[K+].[K+].[K+]>C1C=CC(/C=C/C(/C=C/C2C=CC=CC=2)=O)=CC=1.C1C=CC(/C=C/C(/C=C/C2C=CC=CC=2)=O)=CC=1.C1C=CC(/C=C/C(/C=C/C2C=CC=CC=2)=O)=CC=1.[Pd].[Pd].O.C1(C)C=CC=CC=1>[F:38][C:33]1[CH:32]=[C:31]([C:29]2[CH:28]=[CH:27][N:26]=[C:25]([C:14]3[C:9]4[O:8][C:6]5[C:5]([C:10]=4[CH:11]=[CH:12][CH:13]=3)=[CH:4][CH:3]=[C:2]([CH3:1])[N:7]=5)[CH:30]=2)[CH:36]=[CH:35][C:34]=1[F:37] |f:3.4.5.6,7.8.9.10.11|. Reported procedure: A mixture of 2-methyl-8-(4,4,5,5-tetramethyl-1,3,2-dioxaborolan-2-yl)benzofuro[2,3-b]pyridine (3.0 g, 9.70 mmol), 2-chloro-4-(3,4-difluorophenyl)pyridine (2.41 g, 10.67 mmol), Pd2(dba)3 (0.178 g 0.194 mmol), dicyclohexyl(2′,6′-dimethoxy-[1,1′-biphenyl]-2-yl)phosphine (0.319 g, 0.776 mmol), potassium phosphate (7.21 g, 34.0 mmol), toluene (70 mL) and water (7 mL) was degassed with nitrogen and then refluxed overnight. The mixture was concentrated and extracted with ethyl acetate. The ethyl acetat... Starting materials: C(CCC)OC(=O)C=1N=C(C2=CC=CC=C2C1O)Cl (1-chloro-4-hydroxy-isoquinoline-3-carboxylic acid butyl ester), NC(CO)CO (2-amino-propane-1,3-diol). The product is OCC(CO)NC(=O)C=1N=C(C2=CC=CC=C2C1O)Cl (1-Chloro-4-hydroxy-isoquinoline-3-carboxylic acid (2-hydroxy-1-hydroxymethyl-ethyl)-amide). RXN SMILES: C(O[C:6]([C:8]1[N:9]=[C:10]([Cl:19])[C:11]2[C:16]([C:17]=1[OH:18])=[CH:15][CH:14]=[CH:13][CH:12]=2)=[O:7])CCC.[NH2:20][CH:21]([CH2:24][OH:25])[CH2:22][OH:23]>>[OH:23][CH2:22][CH:21]([NH:20][C:6]([C:8]1[N:9]=[C:10]([Cl:19])[C:11]2[C:16]([C:17]=1[OH:18])=[CH:15][CH:14]=[CH:13][CH:12]=2)=[O:7])[CH2:24][OH:25]. Reported procedure: Prepared from 1-chloro-4-hydroxy-isoquinoline-3-carboxylic acid butyl ester and 2-amino-propane-1,3-diol analogously to Example C-1: MS-(−)-ion: 295.2. Reactants: C1OC=2C=C(OC3=CC=C(C=O)C=C3)C=CC2O1 (4-(3,4-methylenedioxyphenoxy)benzaldehyde), Cl.NNC(=O)N (semicarbazide hydrochloride), C(C)(=O)[O-].[Na+] (sodium acetate). The solvent is C(C)O (ethanol), O (water). Run at time 30 minute. Yields the product C1OC=2C=C(OC3=CC=C(C=NNC(=O)N)C=C3)C=CC2O1 (4-(3,4-methylenedioxyphenoxy)benzaldehyde semicarbazone). Isolated yield 57.1%. As a reaction SMILES: [CH2:1]1[O:18][C:17]2[CH:16]=[CH:15][C:5]([O:6][C:7]3[CH:14]=[CH:13][C:10]([CH:11]=O)=[CH:9][CH:8]=3)=[CH:4][C:3]=2[O:2]1.Cl.[NH2:20][NH:21][C:22]([NH2:24])=[O:23].C([O-])(=O)C.[Na+]>C(O)C.O>[CH2:1]1[O:18][C:17]2[CH:16]=[CH:15][C:5]([O:6][C:7]3[CH:14]=[CH:13][C:10]([CH:11]=[N:20][NH:21][C:22]([NH2:24])=[O:23])=[CH:9][CH:8]=3)=[CH:4][C:3]=2[O:2]1 |f:1.2,3.4|. Reported procedure: To a solution of 4-(3,4-methylenedioxyphenoxy)benzaldehyde (1.7 g, 7.0 mmol) in ethanol (40 mL) was added a solution of semicarbazide hydrochloride (0.82 g, 7.1 mmol) and sodium acetate (0.55 g, 6.7 mmol) in water (10 mL). The mixture was stirred at room temperature for 30 min. The resulting white solid was collected by filtration, washed with water and dried in vacuo to yield the title compound (1.2 g, 4.0 mmol, 57%), mp: 225-226° C. 1H NMR (DMSO-d6): δ 10.17 (s, 1H), 7.80 (s, 1H), 7.70 (d, J=8... Reactants: C(C)OC(=O)C=1C=C2C(C(C(NC2=CC1)C1=CC(=CC(=C1)F)F)(C)C)O (2-(3,5-difluoro-phenyl)-4-hydroxy-3,3-dimethyl-1,2,3,4-tetrahydro-quinoline-6-carboxylic acid ethyl ester), FC(C(=O)O)(F)F (trifluoroacetic acid). Solvent: C(C)[SiH](CC)CC (triethylsilane). Conditions: temperature 25 celsius, time 1 hour. The product is C(C)OC(=O)C=1C=C2CC(C(NC2=CC1)C1=CC(=CC(=C1)F)F)(C)C (2-(3,5-difluoro-phenyl)-3,3-dimethyl-1,2,3,4-tetrahydro-quinoline-6-carboxylic acid ethyl ester). Isolated yield 39.1%. As a reaction SMILES: [CH2:1]([O:3][C:4]([C:6]1[CH:7]=[C:8]2[C:13](=[CH:14][CH:15]=1)[NH:12][CH:11]([C:16]1[CH:21]=[C:20]([F:22])[CH:19]=[C:18]([F:23])[CH:17]=1)[C:10]([CH3:25])([CH3:24])[CH:9]2O)=[O:5])[CH3:2].FC(F)(F)C(O)=O>C([SiH](CC)CC)C>[CH2:1]([O:3][C:4]([C:6]1[CH:7]=[C:8]2[C:13](=[CH:14][CH:15]=1)[NH:12][CH:11]([C:16]1[CH:17]=[C:18]([F:23])[CH:19]=[C:20]([F:22])[CH:21]=1)[C:10]([CH3:24])([CH3:25])[CH2:9]2)=[O:5])[CH3:2]. Procedure: To a mixture of 2-(3,5-difluoro-phenyl)-4-hydroxy-3,3-dimethyl-1,2,3,4-tetrahydro-quinoline-6-carboxylic acid ethyl ester (5.34 g, 14.8 mmol) and triethylsilane (20 mL) at 25° C. was added trifluoroacetic acid (5 mL) dropwise. The resulting mixture was stirred at 25° C. for 1 h. Then the reaction mixture was concentrated in vacuo and the residue was extracted with ethyl acetate (2×200 mL), washed with saturated aqueous sodium bicarbonate solution (2×100 mL), dried over anhydrous sodium sulfate a... The reactants are C1(CCC2=CC=CC=C12)CC(=O)C1[C@H](NCS1)C(=O)O (3-(2-indanylacetyl)-L-thioproline), CCN=C=NCCCN(C)C.Cl (WSC HCl), S1CNCC1 (thiazolidine). The solvent is C(Cl)Cl (methylene chloride), C(Cl)Cl (methylene chloride). Run at time 5 minute. The product is C1(CCC2=CC=CC=C12)CC(=O)C1[C@H](NCS1)C(=O)N1CSCC1 (3-[3-(2-indanylacetyl)-L-thioprolyl]thiazolidine). Yield: 54.7%. Reaction SMILES: [CH:1]1([CH2:10][C:11]([CH:13]2[S:17][CH2:16][NH:15][C@@H:14]2[C:18]([OH:20])=O)=[O:12])[C:9]2[C:4](=[CH:5][CH:6]=[CH:7][CH:8]=2)[CH2:3][CH2:2]1.CCN=C=NCCCN(C)C.Cl.[S:33]1[CH2:37][CH2:36][NH:35][CH2:34]1>C(Cl)Cl>[CH:1]1([CH2:10][C:11]([CH:13]2[S:17][CH2:16][NH:15][C@@H:14]2[C:18]([N:35]2[CH2:36][CH2:37][S:33][CH2:34]2)=[O:20])=[O:12])[C:9]2[C:4](=[CH:5][CH:6]=[CH:7][CH:8]=2)[CH2:3][CH2:2]1 |f:1.2|. Reported procedure: 0.60 g .COPYRGT.f 3-(2-indanylacetyl)-L-thioproline was suspended in 5 ml of methylene chloride. To the suspension was added 0.46 g of WSC HCl with stirring at room temperature. After 5 minutes, 0.18 g of thiazolidine dissolved in 5 ml of methylene chloride was added to the mixture, and the mixture was stirred for 17 hours at room temperature. The reaction mixture was washed with water, diluted hydrochloric acid, and saturated sodium hydrogen carbonate in this order. The organic layer was dried ... Procedure details: NaOH (0.112 g, 2.8 mmol) is added to a solution of phenol (0.316 g, 3.36 mmol) in THF (100 mL). 2-(4-Fluorophenyl)-3-(2-methanesulfonylpyrimidin-4-yl)-1-oxo-5,6,7,8-tetrahydro-1H-pyrazolo[1,2-a]pyridazine-5-carboxylic acid methyl ester, 32, (0.5 g) is dissolved in THF (50 mL) and added dropwise to the solution over 5 minutes. The resulting mixture is stirred at room temperature for 8 hours after which water (20 mL) is added. The solution is extracted with ethyl acetate (100 mL the organic layer ... Run in C1CCOC1 (THF), C1CCOC1 (THF). Product: COC(=O)[C@H]1N2N(CCC1)C(C(=C2C2=NC(=NC=C2)OC2=CC=CC=C2)C2=CC=C(C=C2)F)=O (2-(4-fluorophenyl)-3-(2-phenoxypyrimidin-4-yl)-1-oxo-5,6,7,8-tetrahydro-1H-pyrazolo[1,2-a]pyridazine-5-(S)-carboxylic acid methyl ester). The yield is 54.0%. The reactants are COC(=O)C1N2N(CCC1)C(C(=C2C2=NC(=NC=C2)S(=O)(=O)C)C2=CC=C(C=C2)F)=O (2-(4-Fluorophenyl)-3-(2-methanesulfonylpyrimidin-4-yl)-1-oxo-5,6,7,8-tetrahydro-1H-pyrazolo[1,2-a]pyridazine-5-carboxylic acid methyl ester), O (water), [OH-].[Na+] (NaOH), C1(=CC=CC=C1)O (phenol). As a reaction SMILES: [OH-].[Na+].[C:3]1([OH:9])[CH:8]=[CH:7][CH:6]=[CH:5][CH:4]=1.[CH3:10][O:11][C:12]([CH:14]1[CH2:19][CH2:18][CH2:17][N:16]2[C:20](=[O:40])[C:21]([C:33]3[CH:38]=[CH:37][C:36]([F:39])=[CH:35][CH:34]=3)=[C:22]([C:23]3[CH:28]=[CH:27][N:26]=[C:25](S(C)(=O)=O)[N:24]=3)[N:15]12)=[O:13].O>C1COCC1>[CH3:10][O:11][C:12]([C@@H:14]1[CH2:19][CH2:18][CH2:17][N:16]2[C:20](=[O:40])[C:21]([C:33]3[CH:34]=[CH:35][C:36]([F:39])=[CH:37][CH:38]=3)=[C:22]([C:23]3[CH:28]=[CH:27][N:26]=[C:25]([O:9][C:3]4[CH:8]=[CH:7][CH:6]=[CH:5][CH:4]=4)[N:24]=3)[N:15]12)=[O:13] |f:0.1|. Procedure: A solution of the amide from step 2 above (4.2 g) in dichloromethane (60 ml) and trifluoroacetic acid (20 ml) was refluxed for 4 hours. The reaction mixture was concentrated to dryness and the residue was submitted to chromatography on silica gel using dichloromethane-ethyl acetate (6:4) as eluent. The first fraction was concentrated to dryness and the residue was crystallized from methanol giving diastereomer I, m.p. 135-140° C. The third fraction contained diastereomer II, which was recovered ... Solvent: ClCCl (dichloromethane). As a reaction SMILES: [CH3:1][O:2][C:3]1[CH:4]=[C:5]([CH:13](OC(=O)C)[C:14]([N:16]([CH3:27])[CH:17]([C:19]2[CH:24]=[CH:23][CH:22]=[C:21]([O:25][CH3:26])[CH:20]=2)[CH3:18])=[O:15])[CH:6]=[C:7]([O:11][CH3:12])[C:8]=1[O:9][CH3:10].FC(F)(F)C(O)=O>ClCCl>[CH3:18][CH:17]1[C:19]2[C:24](=[CH:23][CH:22]=[C:21]([O:25][CH3:26])[CH:20]=2)[CH:13]([C:5]2[CH:6]=[C:7]([O:11][CH3:12])[C:8]([O:9][CH3:10])=[C:3]([O:2][CH3:1])[CH:4]=2)[C:14](=[O:15])[N:16]1[CH3:27]. The reactants are COC=1C=C(C=C(C1OC)OC)C(C(=O)N(C(C)C1=CC(=CC=C1)OC)C)OC(C)=O (2-(3,4,5-trimethoxyphenyl)-2-acetoxy-N-methyl-N-[1-(3-methoxyphenyl)ethyl]acetamide), FC(C(=O)O)(F)F (trifluoroacetic acid). Yields the product CC1N(C(C(C2=CC=C(C=C12)OC)C1=CC(=C(C(=C1)OC)OC)OC)=O)C (1,2-Dimethyl-4-(3,4,5-trimethoxyphenyl)-7-methoxy-1,4-dihydro-3(2H)-isoquinolinone). Reactants: 49-g, CC1=CSC=C1 (3-methylthiophene), ClS(=O)(=O)O (chlorosulfonic acid). Solvent: C(Cl)(Cl)Cl (chloroform), ice water, C([O-])(O)=O.[Na+] (sodium bicarbonate). Conditions: temperature 25 celsius. Yields the product CC1=C(SC=C1)S(=O)(=O)Cl (3-methyl-2-thienylsulfonyl chloride). As a reaction SMILES: [CH3:1][C:2]1[CH:6]=[CH:5][S:4][CH:3]=1.[Cl:7][S:8](O)(=[O:10])=[O:9]>C(Cl)(Cl)Cl.C(=O)(O)[O-].[Na+]>[CH3:1][C:2]1[CH:6]=[CH:5][S:4][C:3]=1[S:8]([Cl:7])(=[O:10])=[O:9] |f:3.4|. Reported procedure: A 49-g (0.5 mol) sample of 3-methylthiophene was added in small portions to a cooled solution (-20° C) of 128 g (1 mol) chlorosulfonic acid in 250 cc chloroform. After the addition was completed, the reaction mixture was allowed to warm to about 25° C and then heated at reflux for 30 minutes. The reaction mixture was then diluted with ice water and neutralized with aqueous sodium bicarbonate solution. The organic layer was separated, dried over magnesium sulfate and evaporated to give 30 g of 3-...